From a dataset of the Open Reaction Database (ORD), a public repository of structured organic reaction records. describe an organic reaction: reactants, conditions, products, and yield Yield: 48.0%. Procedure details: By carrying out the operation analogously to example 137, starting from 3-bromo-5-methoxypyridine and 6-bromo-3-pyridinyl 2,3,4-tri-O-acetyl-5-thio-β-D-xylopyranoside, obtained according to preparation IV, the desired product is obtained in the form of a white solid (yield=48%). The reactants are IV, BrC=1C=NC=C(C1)OC (3-bromo-5-methoxypyridine), C(C)(=O)O[C@H]1[C@H](OC=2C=NC(=CC2)Br)SC[C@H]([C@@H]1OC(C)=O)OC(C)=O (6-bromo-3-pyridinyl 2,3,4-tri-O-acetyl-5-thio-β-D-xylopyranoside). Reaction SMILES: Br[C:2]1[CH:3]=[N:4][CH:5]=[C:6]([O:8][CH3:9])[CH:7]=1.[C:10]([O:13][C@@H:14]1[C@@H:27]([O:28][C:29](=[O:31])[CH3:30])[C@H:26]([O:32][C:33](=[O:35])[CH3:34])[CH2:25][S:24][C@H:15]1[O:16][C:17]1[CH:18]=[N:19][C:20](Br)=[CH:21][CH:22]=1)(=[O:12])[CH3:11]>>[C:10]([O:13][C@@H:14]1[C@@H:27]([O:28][C:29](=[O:31])[CH3:30])[C@H:26]([O:32][C:33](=[O:35])[CH3:34])[CH2:25][S:24][C@H:15]1[O:16][C:17]1[CH:18]=[N:19][C:20]([C:2]2[CH:3]=[N:4][CH:5]=[C:6]([O:8][CH3:9])[CH:7]=2)=[CH:21][CH:22]=1)(=[O:12])[CH3:11]. Yields the product C(C)(=O)O[C@H]1[C@H](OC=2C=NC(=CC2)C=2C=NC=C(C2)OC)SC[C@H]([C@@H]1OC(C)=O)OC(C)=O (6-(5-Methoxy-3-pyridinyl)-3-pyridinyl 2,3,4-tri-O-acetyl-5-thio-β-D-xylo-pyranoside), solid. Starting materials: C(C)S(=O)(=O)N1CCC(CC1)C1=CNC2=C(C=C(C=C12)C1=CC(=CC=C1)C=O)C(=O)N (3-[1-(ethylsulfonyl)-4-piperidinyl]-5-(3-formylphenyl)-1H-indole-7-carboxamide), CNCC(O)C1=CC=CC=C1 (2-(methylamino)-1-phenylethanol), [BH-](OC(=O)C)(OC(=O)C)OC(=O)C.[Na+] (NaBH(OAc)3). Yields the product C(C)S(=O)(=O)N1CCC(CC1)C1=CNC2=C(C=C(C=C12)C1=CC(=CC=C1)CN(C)CC(C1=CC=CC=C1)O)C(=O)N (3-[1-(ethylsulfonyl)-4-piperidinyl]-5-(3-{[(2-hydroxy-2-phenylethyl)-(methyl)amino]methyl}phenyl)-1H-indole-7-carboxamide). Yield: 34.3%. Reaction SMILES: [CH2:1]([S:3]([N:6]1[CH2:11][CH2:10][CH:9]([C:12]2[C:20]3[C:15](=[C:16]([C:29]([NH2:31])=[O:30])[CH:17]=[C:18]([C:21]4[CH:26]=[CH:25][CH:24]=[C:23](C=O)[CH:22]=4)[CH:19]=3)[NH:14][CH:13]=2)[CH2:8][CH2:7]1)(=[O:5])=[O:4])[CH3:2].[CH3:32][NH:33][CH2:34][CH:35]([C:37]1[CH:42]=[CH:41][CH:40]=[CH:39][CH:38]=1)[OH:36].[BH-](OC(C)=O)(OC(C)=O)O[C:45](C)=O.[Na+]>>[CH2:1]([S:3]([N:6]1[CH2:7][CH2:8][CH:9]([C:12]2[C:20]3[C:15](=[C:16]([C:29]([NH2:31])=[O:30])[CH:17]=[C:18]([C:21]4[CH:26]=[CH:25][CH:24]=[C:23]([CH2:32][N:33]([CH2:34][CH:35]([OH:36])[C:37]5[CH:42]=[CH:41][CH:40]=[CH:39][CH:38]=5)[CH3:45])[CH:22]=4)[CH:19]=3)[NH:14][CH:13]=2)[CH2:10][CH2:11]1)(=[O:5])=[O:4])[CH3:2] |f:2.3|. Procedure: Following the general procedure of example 1, 3-[1-(ethylsulfonyl)-4-piperidinyl]-5-(3-formylphenyl)-1H-indole-7-carboxamide (50.0 mg, 0.112 mmol), 2-(methylamino)-1-phenylethanol (129.9 mg, 0.86 mmol) and NaBH(OAc)3 (58.0 mg, 0.303 mmol) were reacted to give the title compound (22.1 mg, 36.6%). Starting materials: OC1=CC=C(C=C1)C(C(C)N1CCC(CC1)(C1=CC=CC=C1)O)O (1-(4-hydroxyphenyl)-2-(4-hydroxy-4-phenylpiperidin-1-yl)-1-propanol), C([C@@H](O)[C@H](O)C(=O)O)(=O)O (D-(−)-tartaric acid). The solvent is CO (methanol). Run at temperature 52.5 celsius, time 1 hour. Product: C(=O)([O-])[C@@H](O)[C@H](O)C(=O)[O-] (D-(−)-tartrate), OC1=CC=C(C=C1)[C@@H]([C@H](C)N1CCC(CC1)(C1=CC=CC=C1)O)O ((1S,2S)-1-(4-hydroxyphenyl)-2-(4-hydroxy-4-phenylpiperidin-1-yl)-1-propanol). The yield is 62.1%. As a reaction SMILES: [OH:1][C:2]1[CH:7]=[CH:6][C:5]([CH:8]([OH:24])[CH:9]([N:11]2[CH2:16][CH2:15][C:14]([OH:23])([C:17]3[CH:22]=[CH:21][CH:20]=[CH:19][CH:18]=3)[CH2:13][CH2:12]2)[CH3:10])=[CH:4][CH:3]=1.[C:25]([OH:34])(=[O:33])[C@H:26]([C@@H:28]([C:30]([OH:32])=[O:31])[OH:29])[OH:27]>CO>[C:30]([C@H:28]([C@@H:26]([C:25]([O-:34])=[O:33])[OH:27])[OH:29])([O-:32])=[O:31].[OH:1][C:2]1[CH:7]=[CH:6][C:5]([C@H:8]([OH:24])[C@@H:9]([N:11]2[CH2:12][CH2:13][C:14]([OH:23])([C:17]3[CH:18]=[CH:19][CH:20]=[CH:21][CH:22]=3)[CH2:15][CH2:16]2)[CH3:10])=[CH:4][CH:3]=1. Procedure details: To an appropriate flask maintained under a nitrogen atmosphere, 1-(4-hydroxyphenyl)-2-(4-hydroxy-4-phenylpiperidin-1-yl)-1-propanol (189.5 g, 0.58 mol) and methanol (3.8 L) were added. The mixture was heated to 50-55° C. and then D-(−)-tartaric acid (87.0 g , 0.58 mol) was added. The mixture was heated at reflux (˜65° C.) for 5 hours. The slurry was cooled at 30-35° C. and then granulated for 1 hour at 30-35° C. The product was filtered and the cake was washed with fresh methanol (135 mL). The w...